From a dataset of the Open Reaction Database (ORD), a public repository of structured organic reaction records. describe an organic reaction: reactants, conditions, products, and yield Starting materials: CN1C(C(C2=CC(=CC=C12)S(=O)(=O)N1[C@@H](CCC1)COC1=CC=CC=C1)=O)=O ((S)-1-Methyl-5-(2-phenoxymethyl-pyrrolidine-1-sulfonyl)-1H-indole-2,3-dione), O(C1=CC=CC=C1)C[C@H]1N(CC1)S(=O)(=O)C=1C=C2C(C(NC2=CC1)=O)=O ((S)-5-(2-Phenoxymethyl-azetidine-1-sulfonyl)-1H-indole-2,3-dione), BrCC=1C=CC(=NC1)F (5-(bromomethyl)-2-fluoropyridine). Yields the product FC1=CC=C(C=N1)CN1C(C(C2=CC(=CC=C12)S(=O)(=O)N1[C@@H](CC1)COC1=CC=CC=C1)=O)=O ((S)-1-(6-Fluoropyridin-3-ylmethyl)-5-(2-phenoxymethylazetidine-1-sulfonyl)-1H-indole-2,3-dione). The yield is 62.0%. As a reaction SMILES: [CH3:1][N:2]1[C:10]2[C:5](=[CH:6][C:7]([S:11]([N:14]3[CH2:18][CH2:17]C[C@H:15]3[CH2:19][O:20][C:21]3[CH:26]=[CH:25][CH:24]=[CH:23][CH:22]=3)(=[O:13])=[O:12])=[CH:8][CH:9]=2)[C:4](=[O:27])[C:3]1=[O:28].O(C[C@@H]1CCN1S(C1C=C2C(=CC=1)NC(=O)C2=O)(=O)=O)C1C=CC=CC=1.BrC[C:57]1[CH:58]=[CH:59][C:60]([F:63])=[N:61][CH:62]=1>>[F:63][C:60]1[N:61]=[CH:62][C:57]([CH2:1][N:2]2[C:10]3[C:5](=[CH:6][C:7]([S:11]([N:14]4[CH2:18][CH2:17][C@H:15]4[CH2:19][O:20][C:21]4[CH:22]=[CH:23][CH:24]=[CH:25][CH:26]=4)(=[O:13])=[O:12])=[CH:8][CH:9]=3)[C:4](=[O:27])[C:3]2=[O:28])=[CH:58][CH:59]=1. Procedure: (S)-1-(6-Fluoropyridin-3-ylmethyl)-5-(2-phenoxymethylazetidine-1-sulfonyl)-1H-indole-2,3-dione (18g) was prepared according to the same procedure for compound 11a, except using compound 17 and 5-(bromomethyl)-2-fluoropyridine, and purified with ether to afford 74 mg (62%) of 18g as an orange solid, mp 176.8-178.3° C. 1H NMR (300 MHz, CDCl3) δ 8.27 (d, J=2.4 Hz, 1H), 8.07 (d, J=2.1 Hz, 1H), 8.01 (dd, J=8.25 Hz, J=2.1 Hz, 1H), 7.79 (td, J=8.1 Hz, J=2.4 Hz, 1H), 7.22 (m, 2H), 7.00-6.77 (m, 5H), 4.9... The reactants are CC(C)(C)OC(=O)N(Cc1ccc(CO)cc1)Cc1ncccc1O, ClCCl, O=[Mn]=O. Yields the product CC(C)(C)OC(=O)N(Cc1ccc(C=O)cc1)Cc1ncccc1O. Reaction SMILES: [C:1]([CH3:2])([CH3:3])([CH3:4])[O:5][C:6]([N:7]([CH2:8][c:9]1[n:10][cH:11][cH:12][cH:13][c:14]1[OH:15])[CH2:16][c:17]1[cH:18][cH:19][c:20]([CH2:23][OH:24])[cH:21][cH:22]1)=[O:25].[Cl:26][CH2:27][Cl:28].[O:29]=[Mn:30]=[O:31]>>[C:1]([CH3:2])([CH3:3])([CH3:4])[O:5][C:6]([N:7]([CH2:8][c:9]1[n:10][cH:11][cH:12][cH:13][c:14]1[OH:15])[CH2:16][c:17]1[cH:18][cH:19][c:20]([CH:23]=[O:24])[cH:21][cH:22]1)=[O:25]. Solvent: C(Cl)Cl (DCM). The reactants are C[Al](C)C (trimethylaluminium), CN (methylamine), COC(CN(CC1CCN(CC1)C=1C2=C(N=CN1)SC=C2C2=CC=CC=C2)C2CCC2)=O (methyl-2-[cyclobutyl-[[1-(5-phenylthieno[2,3-d]pyrimidin-4-yl)-4-piperidyl]methyl]amino]acetate). Product: C1(CCC1)N(CC(=O)NC)CC1CCN(CC1)C=1C2=C(N=CN1)SC=C2C2=CC=CC=C2 (2-[cyclobutyl-[[1-(5-phenylthieno[2,3-d]pyrimidin-4-yl)-4-piperidyl]methyl]amino]-N-methyl-acetamide). Procedure details: The reaction was stirred for min and then allowed to warm to room temperature. After stirring for 30 minutes, methyl-2-[cyclobutyl-[[1-(5-phenylthieno[2,3-d]pyrimidin-4-yl)-4-piperidyl]methyl]amino]acetate (37 mg, 0.082 mmol) in DCM (0.5 mL) was added dropwise and the reaction stirred for 2 h. A further 123 μL of trimethylaluminium and a further 123 μL of methylamine were added and the reaction stirred overnight at room temperature. The solvents were then evaporated and the residue purified by c... Reaction SMILES: C[O:2][C:3](=O)[CH2:4][N:5]([CH:28]1[CH2:31][CH2:30][CH2:29]1)[CH2:6][CH:7]1[CH2:12][CH2:11][N:10]([C:13]2[C:14]3[C:21]([C:22]4[CH:27]=[CH:26][CH:25]=[CH:24][CH:23]=4)=[CH:20][S:19][C:15]=3[N:16]=[CH:17][N:18]=2)[CH2:9][CH2:8]1.C[Al](C)C.[CH3:37][NH2:38]>C(Cl)Cl>[CH:28]1([N:5]([CH2:6][CH:7]2[CH2:8][CH2:9][N:10]([C:13]3[C:14]4[C:21]([C:22]5[CH:27]=[CH:26][CH:25]=[CH:24][CH:23]=5)=[CH:20][S:19][C:15]=4[N:16]=[CH:17][N:18]=3)[CH2:11][CH2:12]2)[CH2:4][C:3]([NH:38][CH3:37])=[O:2])[CH2:29][CH2:30][CH2:31]1. The reactants are N1(CCCCC1)C1(CCC1)C#N (1-(piperidin-1-yl)cyclobutanecarbonitrile), [H-].[Al+3].[Li+].[H-].[H-].[H-] (lithium aluminum hydride), O (water), [OH-].[Na+] (sodium hydroxide). Run in O1CCCC1 (tetrahydrofuran), O1CCCC1 (tetrahydrofuran), C(C)(=O)OCC (ethyl acetate). Reaction conditions: time 3 hour. Product: N1(CCCCC1)C1(CCC1)CN (1-[1-(piperidin-1-yl)cyclobutyl]methanamine). Isolated yield 91.0%. Reaction SMILES: [H-].[Al+3].[Li+].[H-].[H-].[H-].[N:7]1([C:13]2([C:17]#[N:18])[CH2:16][CH2:15][CH2:14]2)[CH2:12][CH2:11][CH2:10][CH2:9][CH2:8]1.O.[OH-].[Na+]>O1CCCC1.C(OCC)(=O)C>[N:7]1([C:13]2([CH2:17][NH2:18])[CH2:14][CH2:15][CH2:16]2)[CH2:12][CH2:11][CH2:10][CH2:9][CH2:8]1 |f:0.1.2.3.4.5,8.9|. Procedure details: Under a nitrogen atmosphere, to a mixture of 693 mg of lithium aluminum hydride and 30 mL of tetrahydrofuran was added dropwise a solution of 1.0 g of 1-(piperidin-1-yl)cyclobutanecarbonitrile in 18 mL of tetrahydrofuran under ice-cooling. The reaction mixture was stirred at room temperature for 3 hours. Under ice-cooling, 1.5 mL of water and 1.5 mL of a 15% aqueous sodium hydroxide solution were added dropwise thereto. The mixture was diluted with ethyl acetate and the reaction mixture was filt... Run in CN(C)C=O (DMF). Starting materials: C(C1=CC=CC=C1)=C1C(NC(N1)=O)=O (benzalhydantoin), C(C=C)(=O)OCC(CCCC)CC (2-ethylhexyl acrylate), [OH-].[K+] (potassium hydroxide). Yield: 335.5%. Reaction SMILES: [CH:1](=[C:8]1[NH:12][C:11](=[O:13])[NH:10][C:9]1=[O:14])[C:2]1[CH:7]=[CH:6][CH:5]=[CH:4][CH:3]=1.[C:15]([O:19][CH2:20][CH:21]([CH2:26][CH3:27])[CH2:22][CH2:23][CH2:24][CH3:25])(=[O:18])[CH:16]=[CH2:17].[OH-:28].[K+]>CN(C=O)C>[CH:1](=[C:8]1[C:9](=[O:14])[N:10]([CH2:17][CH2:16][C:15]([O:19][CH2:20][CH:21]([CH2:26][CH3:27])[CH2:22][CH2:23][CH2:24][CH3:25])=[O:18])[C:11](=[O:13])[N:12]1[CH2:17][CH2:16][C:15]([O:19][CH2:20][CH:21]([CH2:26][CH3:27])[CH2:22][CH2:23][CH2:24][CH3:25])=[O:28])[C:2]1[CH:3]=[CH:4][CH:5]=[CH:6][CH:7]=1 |f:2.3|. Yields the product C(C1=CC=CC=C1)=C1N(C(N(C1=O)CCC(=O)OCC(CCCC)CC)=O)CCC(=O)OCC(CCCC)CC (bis(2-ethylhexyl) 4-benzylidene-2,5-dioxo-1,3-imidazolidinedipropionate). Reaction conditions: temperature 110 celsius, time 2 hour. Reported procedure: 10 g (53.1 mmol) of benzalhydantoin, 23.6 g (127.6 mmol) of 2-ethylhexyl acrylate and 0.6 g (10.6 mmol) of potassium hydroxide were added to 100 ml of DMF, and the mixture was stirred at 110° C. for 2 hours. After cooling, the reaction solution was extracted with ethyl acetate, and the organic layer was washed with water, dried with sodium sulfate and concentrated under reduced pressure. The residue was dissolved in toluene and crystallized by adding hexane. The crystals were filtered out and dr... Starting materials: BrCC(=O)Br (bromoacetylbromide), ClC1=CC=C(OCC=2NC3=CC=CC=C3C2)C=C1 (2-[4-chlorophenoxymethyl]-1H-indole), C([O-])([O-])=O.[Li+].[Li+] (lithium carbonate). Run in C(C)OCC (diethyl ether). Run at temperature 55 celsius. Product: ClC1=CC=C(OCC=2NC3=CC=CC=C3C2C(CBr)=O)C=C1 (2-[4-chlorophenoxymethyl]-3-(2-bromoacetyl)-1H-indole). Reaction SMILES: [Br:1][CH2:2][C:3](Br)=[O:4].[Cl:6][C:7]1[CH:23]=[CH:22][C:10]([O:11][CH2:12][C:13]2[NH:14][C:15]3[C:20]([CH:21]=2)=[CH:19][CH:18]=[CH:17][CH:16]=3)=[CH:9][CH:8]=1.C(=O)([O-])[O-].[Li+].[Li+]>C(OCC)C>[Cl:6][C:7]1[CH:8]=[CH:9][C:10]([O:11][CH2:12][C:13]2[NH:14][C:15]3[C:20]([C:21]=2[C:3](=[O:4])[CH2:2][Br:1])=[CH:19][CH:18]=[CH:17][CH:16]=3)=[CH:22][CH:23]=1 |f:2.3.4|. Procedure details: Under a nitrogen atmosphere bromoacetylbromide (1.31 ml, 0.015 mol) was added to a slurry of 2-[4-chlorophenoxymethyl]-1H-indole (0.81 g, 0.003 mol), and lithium carbonate (2.22 g, 0.03 mol) in diethyl ether (37.5 ml). The resulting mixture was heated to 55° C. The progress of the reaction was monitored by thin layer chromatography. The reaction mixture was partitioned between diethyl ether and a sodium bicarbonate solution. The organic fraction was washed with water and then brine, and then dri... Reactants: [H-].[Na+] (Sodium hydride), ClC=1C(=C(C=CC1)O)C#N (3-Chloro-2-cyanophenol), C1[C@@H](O1)COS(=O)(=O)C2=CC=CC(=C2)[N+](=O)[O-] ((2R)-(-)-glycidyl 3-nitrobenzenesulfonate), [OH-].[Na+] (sodium hydroxide). Run in CCCCCC (hexane), CN(C=O)C (dimethylformamide), CN(C=O)C (dimethylformamide), CCOCC (ether). Run at temperature 0 celsius, time 10 minute. The product is C([C@H]1CO1)OC1=C(C(=CC=C1)Cl)C#N ((R)-3-chloro-2-cyanophenyl glycidyl ether). As a reaction SMILES: [Cl:1][C:2]1[C:3]([C:9]#[N:10])=[C:4]([OH:8])[CH:5]=[CH:6][CH:7]=1.[H-].[Na+].[CH2:13]1[O:15][C@H:14]1[CH2:16]OS(C1C=C([N+]([O-])=O)C=CC=1)(=O)=O.[OH-].[Na+]>CN(C)C=O.CCCCCC.CCOCC>[CH2:16]([O:8][C:4]1[CH:5]=[CH:6][CH:7]=[C:2]([Cl:1])[C:3]=1[C:9]#[N:10])[C@@H:14]1[O:15][CH2:13]1 |f:1.2,4.5|. Reported procedure: 3-Chloro-2-cyanophenol (0.55 g, 3.58 mmol) was dissolved in 10 mL of dimethylformamide, and the solution cooled to 0° C. Sodium hydride (0.158 g, 3.94 mmol 60% in oil), washed with hexane and dimethylformamide, was added to cooled solution over a period of one minute. After stirring for 10 minutes at room temperature, (2R)-(-)-glycidyl 3-nitrobenzenesulfonate was added and stirred 16 hours. The reaction was poured into ether and dilute sodium hydroxide. The ether layer was separated and the aque...